Task: describe an organic reaction: reactants, conditions, products, and yield. Dataset: the Open Reaction Database (ORD), a public repository of structured organic reaction records The reactants are CCSCCOc1cc(C)c(-c2cccc(CO)c2)c(C)c1, CCCCP(CCCC)CCCC, Cc1ccccc1, CCCCCC, O=C(N=NC(=O)N1CCCCC1)N1CCCCC1, COC(=O)CC1COc2cc(O)ccc21. The product is CCSCCOc1cc(C)c(-c2cccc(COc3ccc4c(c3)OCC4CC(=O)OC)c2)c(C)c1. As a reaction SMILES: [CH2:16]([CH3:17])[S:18][CH2:19][CH2:20][O:21][c:22]1[cH:23][c:24]([CH3:37])[c:25](-[c:29]2[cH:30][c:31]([CH2:35][OH:36])[cH:32][cH:33][cH:34]2)[c:26]([CH3:28])[cH:27]1.[CH2:38]([P:39]([CH2:40][CH2:41][CH2:42][CH3:43])[CH2:44][CH2:45][CH2:46][CH3:47])[CH2:48][CH2:49][CH3:50].[CH3:69][c:70]1[cH:71][cH:72][cH:73][cH:74][cH:75]1.[CH3:76][CH2:77][CH2:78][CH2:79][CH2:80][CH3:81].[N:51]([C:52]([N:53]1[CH2:54][CH2:55][CH2:56][CH2:57][CH2:58]1)=[O:59])=[N:60][C:61]([N:62]1[CH2:63][CH2:64][CH2:65][CH2:66][CH2:67]1)=[O:68].[OH:1][c:2]1[cH:3][c:4]2[c:5]([cH:14][cH:15]1)[CH:6]([CH2:9][C:10](=[O:11])[O:12][CH3:13])[CH2:7][O:8]2>>[O:1]([c:2]1[cH:3][c:4]2[c:5]([cH:14][cH:15]1)[CH:6]([CH2:9][C:10](=[O:11])[O:12][CH3:13])[CH2:7][O:8]2)[CH2:35][c:31]1[cH:30][c:29](-[c:25]2[c:24]([CH3:37])[cH:23][c:22]([O:21][CH2:20][CH2:19][S:18][CH2:16][CH3:17])[cH:27][c:26]2[CH3:28])[cH:34][cH:33][cH:32]1. The reactants are N[C@H]1CN(C[C@@H]1O)C1=C(C=C(C(=O)NC2=CC=C(C=C2)OC(F)(F)Cl)C=C1)Br (4-((3S,4S)-3-amino-4-hydroxypyrrolidin-1-yl)-3-bromo-N-(4-(chlorodifluoromethoxy)phenyl)benzamide), N1=CN=CC(=C1)B(O)O (5-pyrimidineboronic acid), C(=O)([O-])[O-].[Na+].[Na+] (Na2CO3), COCCOC (DME), PdCl2(dppf)-(CH2Cl2). Run in C(Cl)Cl.CCCCCC (DCM n-hexane). Reaction conditions: temperature 80 celsius, time 2 hour. Product: N[C@H]1CN(C[C@@H]1O)C1=C(C=C(C(=O)NC2=CC=C(C=C2)OC(F)(F)Cl)C=C1)C=1C=NC=NC1 (4-((3S,4S)-3-Amino-4-hydroxypyrrolidin-1-yl)-N-(4-(chlorodifluoromethoxy)phenyl)-3-(pyrimidin-5-yl)benzamide). RXN SMILES: [NH2:1][C@@H:2]1[C@@H:6]([OH:7])[CH2:5][N:4]([C:8]2[CH:27]=[CH:26][C:11]([C:12]([NH:14][C:15]3[CH:20]=[CH:19][C:18]([O:21][C:22]([Cl:25])([F:24])[F:23])=[CH:17][CH:16]=3)=[O:13])=[CH:10][C:9]=2Br)[CH2:3]1.[N:29]1[CH:34]=[C:33](B(O)O)[CH:32]=[N:31][CH:30]=1.C([O-])([O-])=O.[Na+].[Na+].COCCOC>C(Cl)Cl.CCCCCC>[NH2:1][C@@H:2]1[C@@H:6]([OH:7])[CH2:5][N:4]([C:8]2[CH:27]=[CH:26][C:11]([C:12]([NH:14][C:15]3[CH:20]=[CH:19][C:18]([O:21][C:22]([Cl:25])([F:24])[F:23])=[CH:17][CH:16]=3)=[O:13])=[CH:10][C:9]=2[C:33]2[CH:34]=[N:29][CH:30]=[N:31][CH:32]=2)[CH2:3]1 |f:2.3.4,6.7|. Procedure: 4-((3S,4S)-3-amino-4-hydroxypyrrolidin-1-yl)-3-bromo-N-(4-(chlorodifluoromethoxy)phenyl)benzamide (Stage 245.1, 60 mg, 0.121 mmol), 5-pyrimidineboronic acid (22.46 mg, 0.181 mmol) and Na2CO3 aq. (0.181 mL, 0.362 mmol) were added to a vial containing DME (1.5 mL) under argon atmosphere. PdCl2(dppf)-(CH2Cl2) (5.92 mg, 7.25 μmol) was added. The RM was stirred at 80° C. for 2 h, then filtered through Hyflo® and the solvent was evaporated off under reduced pressure to give the crude product which was...